Dataset: the Open Reaction Database (ORD), a public repository of structured organic reaction records. Task: describe an organic reaction: reactants, conditions, products, and yield Reactants: C1(=CC=CC=C1)P(C1=CC=CC=C1)C1=CC=CC=C1 (triphenylphosphine), ClC1=CC=C(C=C1)S(=O)(=O)C(C(CCCO)C)C1=C(C=CC(=C1)F)F (5-[(4-Chlorophenyl)sulfonyl]-5-(2,5-difluorophenyl)-4-methyl-1-pentanol), C(Br)(Br)(Br)Br (carbon tetrabromide), C(Br)(Br)(Br)Br (carbon tetrabromide), C1(=CC=CC=C1)P(C1=CC=CC=C1)C1=CC=CC=C1 (triphenylphosphine). The solvent is C(Cl)Cl (methylene chloride), C(Cl)Cl (methylene chloride). Yields the product BrCCCC(C(S(=O)(=O)C1=CC=C(C=C1)Cl)C1=C(C=CC(=C1)F)F)C (2-[5-Bromo-1-[(4-chlorophenyl)sulfonyl]-2-methylpentyl]-1,4-difluorobenzene). As a reaction SMILES: [Cl:1][C:2]1[CH:7]=[CH:6][C:5]([S:8]([CH:11]([C:18]2[CH:23]=[C:22]([F:24])[CH:21]=[CH:20][C:19]=2[F:25])[CH:12]([CH3:17])[CH2:13][CH2:14][CH2:15]O)(=[O:10])=[O:9])=[CH:4][CH:3]=1.C(Br)(Br)(Br)[Br:27].C1(P(C2C=CC=CC=2)C2C=CC=CC=2)C=CC=CC=1>C(Cl)Cl>[Br:27][CH2:15][CH2:14][CH2:13][CH:12]([CH3:17])[CH:11]([C:18]1[CH:23]=[C:22]([F:24])[CH:21]=[CH:20][C:19]=1[F:25])[S:8]([C:5]1[CH:6]=[CH:7][C:2]([Cl:1])=[CH:3][CH:4]=1)(=[O:10])=[O:9]. Procedure: The 5-[(4-chlorophenyl)sulfonyl]-5-(2,5-difluorophenyl)-4-methyl-1-pentanol (290 mg, 0.746 mmol) obtained in Example 39 and carbon tetrabromide (290 mg, 0.874 mmol) were dissolved in methylene chloride (8 ml). While stirring under ice cooling, a solution obtained by dissolving triphenylphosphine (230 mg, 0.877 mmol) in methylene chloride (2 ml) was added dropwise to the resulting solution. After completion of the dropwise addition, the reaction mixture was stirred at room temperature for 3 days....